From a dataset of the Open Reaction Database (ORD), a public repository of structured organic reaction records. describe an organic reaction: reactants, conditions, products, and yield Reactants: C1(COCC(=O)O1)=O (diglycolic anhydride), NCCCCCO (5-aminopentanol), CS(=O)(=O)[O-] (methanesulfonate), ( a ). The product is OCCCCCNC(C(=O)O)OCC=O (2-(5-hydroxypentyl)amino-2-oxoethoxylacetic acid), ( b ). As a reaction SMILES: CS([O-])(=O)=O.[C:6]1(=[O:13])[O:12][C:10](=[O:11])[CH2:9][O:8][CH2:7]1.[NH2:14][CH2:15][CH2:16][CH2:17][CH2:18][CH2:19][OH:20]>>[OH:20][CH2:19][CH2:18][CH2:17][CH2:16][CH2:15][NH:14][CH:9]([O:8][CH2:7][CH:6]=[O:13])[C:10]([OH:12])=[O:11]. Procedure: methanesulfonate by the following sequence of steps: (a) by reacting diglycolic anhydride and 5-aminopentanol to produce [2-(5-hydroxypentyl)amino-2-oxoethoxylacetic acid, (b) heating to cyclize the latter to obtain 4-(5-hydroxypentyl)-3,5-dioxomorpholine, (c) esterifying the latter with methanesulfonyl chloride to produce 5-(3,5-dioxomorpholino)pentyl methanesulfonate and (d) reacting the mesylate with 2-benzhydrylpiperidine.